Dataset: the Open Reaction Database (ORD), a public repository of structured organic reaction records. Task: describe an organic reaction: reactants, conditions, products, and yield Starting materials: O=N[O-], [Na+], [Na+], [Na+], O=C([O-])[O-], O, O=[N+]([O-])O, CCCn1c(S)nnc1CO. Product: CCCn1cnnc1CO. As a reaction SMILES: [N:5]([O-:6])=[O:7].[Na+:20].[Na+:21].[Na+:8].[O-:22][C:23](=[O:24])[O-:25].[OH2:26].[OH:1][N+:2](=[O:3])[O-:4].[OH:9][CH2:10][c:11]1[n:12][n:13][c:14]([SH:19])[n:15]1[CH2:16][CH2:17][CH3:18]>>[OH:9][CH2:10][c:11]1[n:12][n:13][cH:14][n:15]1[CH2:16][CH2:17][CH3:18]. The reactants are BrC=1C=C(C=C(C1)C1=CC=C(C=C1)C)C(=O)O (5-bromo-4′-methylbiphenyl-3-carboxylic acid), CC1=NC=C(C=N1)CN ((2-methylpyrimidin-5-yl)methanamine), C(C)(C)N(C(C)C)CC (N,N-diisopropylethylamine), CN(C=O)C (N,N-dimethylformamide). Conditions: time 3 hour. Yields the product BrC=1C=C(C=C(C1)C1=CC=C(C=C1)C)C(=O)NCC=1C=NC(=NC1)C (5-Bromo-4′-methyl-N-((2-methylpyrimidin-5-yl)methyl)biphenyl-3-carboxamide). Reaction SMILES: [Br:1][C:2]1[CH:3]=[C:4]([C:15]([OH:17])=O)[CH:5]=[C:6]([C:8]2[CH:13]=[CH:12][C:11]([CH3:14])=[CH:10][CH:9]=2)[CH:7]=1.[CH3:18][C:19]1[N:24]=[CH:23][C:22]([CH2:25][NH2:26])=[CH:21][N:20]=1.C(N(CC)C(C)C)(C)C.CN(C)C=O>>[Br:1][C:2]1[CH:3]=[C:4]([C:15]([NH:26][CH2:25][C:22]2[CH:21]=[N:20][C:19]([CH3:18])=[N:24][CH:23]=2)=[O:17])[CH:5]=[C:6]([C:8]2[CH:9]=[CH:10][C:11]([CH3:14])=[CH:12][CH:13]=2)[CH:7]=1. Procedure details: A round bottom flask was charged with 5-bromo-4′-methylbiphenyl-3-carboxylic acid (1.00 g, 2.75 mmol), (2-methylpyrimidin-5-yl)methanamine (0.406 g, 3.30 mmol), N,N,N′,N′-tetramethyl-O-(7-azabenzotriazol-1-yl)uroniumh (2.40 g, 6.32 mmol), N,N-diisopropylethylamine (1.91 mL, 11.0 mmol) and N,N-dimethylformamide (10 mL, 100 mmol) and the reaction stirred for 3 hours. The reaction was then quenched with water and extracted with ethyl acetate and washed with brine. The solvents were removed under re... Starting materials: CC=1NC=CN1 (2-methylimidazole), ClC=1N=C(C2=C(N1)SC(=C2)C)NCC2=CC(=C(C=C2)OC)OC (2-chloro-6-methyl-4-(3,4-dimethoxybenzylamino)-thieno-[2,3-d]-pyrimidine). The product is CC=1N(C=CN1)C=1N=C(C2=C(N1)SC(=C2)C)NCC2=CC(=C(C=C2)OC)OC (2-(2-methylimidazol-1-yl)-6-methyl-4-(3,4-dimethoxybenzylamino)-thieno-[2,3-d]-pyrimidine). Reaction SMILES: [CH3:1][C:2]1[NH:3][CH:4]=[CH:5][N:6]=1.Cl[C:8]1[N:9]=[C:10]([NH:18][CH2:19][C:20]2[CH:25]=[CH:24][C:23]([O:26][CH3:27])=[C:22]([O:28][CH3:29])[CH:21]=2)[C:11]2[CH:16]=[C:15]([CH3:17])[S:14][C:12]=2[N:13]=1>>[CH3:1][C:2]1[N:3]([C:8]2[N:9]=[C:10]([NH:18][CH2:19][C:20]3[CH:25]=[CH:24][C:23]([O:26][CH3:27])=[C:22]([O:28][CH3:29])[CH:21]=3)[C:11]3[CH:16]=[C:15]([CH3:17])[S:14][C:12]=3[N:13]=2)[CH:4]=[CH:5][N:6]=1. Reported procedure: Following the procedure of Example 97, the reaction of 2-methylimidazole with 2-chloro-6-methyl-4-(3,4-dimethoxybenzylamino)-thieno-[2,3-d]-pyrimidine gives 2-(2-methylimidazol-1-yl)-6-methyl-4-(3,4-dimethoxybenzylamino)-thieno-[2,3-d]-pyrimidine. Reactants: [OH-].[Na+] (sodium hydroxide), ClC1=C(C=CC=C1)C1=NC(C=2N(C3=C1C=C(S3)CC)C(=NN2)C)(C(=O)OCC)CCC(=O)OCC (Ethyl 4-(2-chlorophenyl)-6-(2-ethoxycarbonylethyl)-2-ethyl-9-methyl-6H-thieno[3,2-f] [1,2,4]triazolo[4,3-a] [1,4]diazepine-6-carboxylate), Cl (Hydrochloric acid). The solvent is C(C)O (ethanol). Run at temperature 60 celsius, time 6 hour. The product is ClC1=C(C=CC=C1)C1=NC(C=2N(C3=C1C=C(S3)CC)C(=NN2)C)CCC(=O)O (3-(4-(2-chlorophenyl)-2-ethyl-9-methyl-6H-thieno[3,2-f] [1,2,4]triazolo[4,3-a] [1,4]diazepin-6-yl)propionic acid). The yield is 72.9%. As a reaction SMILES: [Cl:1][C:2]1[CH:7]=[CH:6][CH:5]=[CH:4][C:3]=1[C:8]1[C:14]2[CH:15]=[C:16]([CH2:18][CH3:19])[S:17][C:13]=2[N:12]2[C:20]([CH3:23])=[N:21][N:22]=[C:11]2[C:10]([CH2:29][CH2:30][C:31]([O:33]CC)=[O:32])(C(OCC)=O)[N:9]=1.[OH-].[Na+].Cl>C(O)C>[Cl:1][C:2]1[CH:7]=[CH:6][CH:5]=[CH:4][C:3]=1[C:8]1[C:14]2[CH:15]=[C:16]([CH2:18][CH3:19])[S:17][C:13]=2[N:12]2[C:20]([CH3:23])=[N:21][N:22]=[C:11]2[CH:10]([CH2:29][CH2:30][C:31]([OH:33])=[O:32])[N:9]=1 |f:1.2|. Procedure details: Ethyl 4-(2-chlorophenyl)-6-(2-ethoxycarbonylethyl)-2-ethyl-9-methyl-6H-thieno[3,2-f] [1,2,4]triazolo[4,3-a] [1,4]diazepine-6-carboxylate (23 g) was dissolved in ethanol (92 ml). A 4M sodium hydroxide aqueous solution (92 ml) was added and the mixture was stirred at 60° C. for 6 hours. 2M Hydrochloric acid was added to adjust the aqueous solution to pH 2. The solution was extracted with ethyl acetate. The extract was dried over magnesium sulfate, and concentrated. The obtained crystals were taken... Reactants: CCC=CCCOc1nsnc1-c1cccnc1, CI, CC(C)=O. Yields the product CCC=CCCOc1nsnc1-c1ccc[n+](C)c1, [I-]. As a reaction SMILES: [CH2:3]([CH2:4][CH:5]=[CH:6][CH2:7][CH3:8])[O:9][c:10]1[n:11][s:12][n:13][c:14]1-[c:15]1[cH:16][n:17][cH:18][cH:19][cH:20]1.[CH3:1][I:2].[CH3:21][C:22](=[O:23])[CH3:24]>>[CH3:1][n+:17]1[cH:16][c:15](-[c:14]2[c:10]([O:9][CH2:3][CH2:4][CH:5]=[CH:6][CH2:7][CH3:8])[n:11][s:12][n:13]2)[cH:20][cH:19][cH:18]1.[I-:2]. The reactants are ClCCCBr, O=C([O-])[O-], CC#N, ClCCCN1CCC(c2ccccc2)CC1, [K+], [K+], C1=C(c2ccccc2)CCNC1. Yields the product ClCCCN1CC=C(c2ccccc2)CC1. As a reaction SMILES: [Br:17][CH2:18][CH2:19][CH2:20][Cl:21].[C:34](=[O:35])([O-:36])[O-:37].[CH3:40][C:41]#[N:42].[Cl:1][CH2:2][CH2:3][CH2:4][N:5]1[CH2:6][CH2:7][CH:8]([c:11]2[cH:12][cH:13][cH:14][cH:15][cH:16]2)[CH2:9][CH2:10]1.[K+:38].[K+:39].[c:22]1([C:23]2=[CH:28][CH2:27][NH:26][CH2:25][CH2:24]2)[cH:29][cH:30][cH:31][cH:32][cH:33]1>>[Cl:1][CH2:2][CH2:3][CH2:4][N:5]1[CH2:6][CH:7]=[C:8]([c:11]2[cH:12][cH:13][cH:14][cH:15][cH:16]2)[CH2:9][CH2:10]1. The reactants are N1(CCNCC1)CCC1=C(C=CC=C1)C1=CC=CC(=N1)N (6-((2-(piperazin-1-yl)ethyl)phenyl)-pyridin-2-ylamine), FC1=CC=C(C=C1)CC(=O)O (4-fluorophenylacetic acid), C(C)N=C=NCCCN(C)C (ethyl(3-dimethylaminopropyl)carbodiimide), C(C)(C)N(CC)C(C)C (diisopropylethylamine). Solvent: O (water), CN(C=O)C (dimethyformamide). Run at time 18 hour. Product: NC1=CC=CC(=N1)C1=CC=C(C=C1)CCN1CCN(CC1)C(CC1=CC=C(C=C1)F)=O (1-(4-{2-[4-(6-Amino-pyridin-2-yl)-phenyl]-ethyl}-piperazin-1-yl)-2-(4-fluoro-phenyl)-ethanone). The yield is 33.7%. RXN SMILES: [N:1]1([CH2:7][CH2:8][C:9]2[CH:14]=[CH:13][CH:12]=[CH:11][C:10]=2C2N=C(N)C=CC=2)[CH2:6][CH2:5][NH:4][CH2:3][CH2:2]1.[F:22][C:23]1[CH:28]=[CH:27][C:26]([CH2:29][C:30]([OH:32])=O)=[CH:25][CH:24]=1.C([N:35]=[C:36]=[N:37][CH2:38][CH2:39][CH2:40]N(C)C)C.[CH:44](N(C(C)C)CC)(C)C>O.CN(C)C=O>[NH2:35][C:36]1[N:37]=[C:38]([C:12]2[CH:11]=[CH:10][C:9]([CH2:8][CH2:7][N:1]3[CH2:2][CH2:3][N:4]([C:30](=[O:32])[CH2:29][C:26]4[CH:25]=[CH:24][C:23]([F:22])=[CH:28][CH:27]=4)[CH2:5][CH2:6]3)=[CH:14][CH:13]=2)[CH:39]=[CH:40][CH:44]=1. Reported procedure: To a 50 mL round-bottomed flask equipped with nitrogen inlet were added 200 mg (0.71 mmol) 6-((2-(piperazin-1-yl)ethyl)phenyl)-pyridin-2-ylamine,10 mL dry dimethyformamide, 109 mg (0.71 mmol) 4-fluorophenylacetic acid, 204 mg (1.1 mmol) ethyl(3-dimethylaminopropyl)carbodiimide, and 0.36 mL (2.1 mmol) diisopropylethylamine. The reaction was stirred at room temperature for 18 hours, poured into water and extracted into ethyl acetate. The organic layer was extracted into 1 N hydrochloric acid, the ...